This data is from the Open Reaction Database (ORD), a public repository of structured organic reaction records. The task is: describe an organic reaction: reactants, conditions, products, and yield Starting materials: COc1ccc(CN2CCOCC2)c2sc(N)nc12, Cc1ccc(C(=O)O)s1, [Cl-], c1ccncc1. The product is COc1ccc(CN2CCOCC2)c2sc(NC(=O)c3ccc(C)s3)nc12. Reaction SMILES: [CH3:1][O:2][c:3]1[cH:4][cH:5][c:6]([CH2:13][N:14]2[CH2:15][CH2:16][O:17][CH2:18][CH2:19]2)[c:7]2[c:8]1[n:9][c:10]([NH2:12])[s:11]2.[CH3:21][c:22]1[cH:23][cH:24][c:25]([C:27](=[O:28])[OH:29])[s:26]1.[Cl-:20].[cH:30]1[cH:31][cH:32][n:33][cH:34][cH:35]1>>[CH3:1][O:2][c:3]1[cH:4][cH:5][c:6]([CH2:13][N:14]2[CH2:15][CH2:16][O:17][CH2:18][CH2:19]2)[c:7]2[c:8]1[n:9][c:10]([NH:12][C:27]([c:25]1[cH:24][cH:23][c:22]([CH3:21])[s:26]1)=[O:28])[s:11]2. The reactants are Cl.N[C@H]1[C@@H]2N(C(=C(CS2)C[N+]=2N(C(=CC2)N)CCO)C(=O)[O-])C1=O (7β-amino-3-[3-amino-2-(2-hydroxyethyl)-1-pyrazolio]methyl-3-cephem-4-carboxylate hydrochloride), C([O-])(O)=O.[Na+] (sodium bicarbonate), C([O-])(O)=O.[Na+] (sodium bicarbonate), Cl.NC1=NC(=NS1)/C(/C(=O)Cl)=N/OCC ((Z)-2-(5-amino-1,2,4-thiadiazol-3-yl)-2-ethoxyiminoacetyl chloride hydrochloride). Solvent: C(C)#N (acetonitrile), O (water). Run at temperature 5 celsius. The product is NC1=NC(=NS1)C(C(=O)N[C@H]1[C@@H]2N(C(=C(CS2)C[N+]=2N(C(=CC2)N)CCO)C(=O)[O-])C1=O)=NOCC (7β-[2-(5-amino-1,2,4-thiadiazol-3-yl)-2-ethoxyiminoacetamido]-3-[3-amino-2-(2-hydroxyethyl)-1-pyrazolio]methyl-3-cephem-4-carboxylate). Yield: 71.6%. RXN SMILES: Cl.[NH2:2][C@@H:3]1[C:23](=[O:24])[N:5]2[C:6]([C:20]([O-:22])=[O:21])=[C:7]([CH2:10][N+:11]3[N:12]([CH2:17][CH2:18][OH:19])[C:13]([NH2:16])=[CH:14][CH:15]=3)[CH2:8][S:9][C@H:4]12.C(=O)(O)[O-].[Na+].Cl.[NH2:31][C:32]1[S:36][N:35]=[C:34](/[C:37](=[N:41]/[O:42][CH2:43][CH3:44])/[C:38](Cl)=[O:39])[N:33]=1>C(#N)C.O>[NH2:31][C:32]1[S:36][N:35]=[C:34]([C:37](=[N:41][O:42][CH2:43][CH3:44])[C:38]([NH:2][C@@H:3]2[C:23](=[O:24])[N:5]3[C:6]([C:20]([O-:22])=[O:21])=[C:7]([CH2:10][N+:11]4[N:12]([CH2:17][CH2:18][OH:19])[C:13]([NH2:16])=[CH:14][CH:15]=4)[CH2:8][S:9][C@H:4]23)=[O:39])[N:33]=1 |f:0.1,2.3,4.5|. Reported procedure: A solution of 7β-amino-3-[3-amino-2-(2-hydroxyethyl)-1-pyrazolio]methyl-3-cephem-4-carboxylate hydrochloride (50 g) in a mixture of acetonitrile (500 ml) and water (500 ml) was adjusted to pH 6.0 with aqueous sodium bicarbonate solution. To the resulting solution was added (Z)-2-(5-amino-1,2,4-thiadiazol-3-yl)-2-ethoxyiminoacetyl chloride hydrochloride (40 g) under stirring at 5° C. and the mixture was stirred at the same temperature for 1.5 hours, keeping pH 5.0-6.5 with aqueous sodium bicarbon... The reactants are CC=1C=C(C=C(C1)C)C(CC1=CC(=NC=C1)NC(=O)OC(C)(C)C)=O (1-(3,5-dimethylphenyl)-2-(2-tert-butoxycarbonylamino-4-pyridyl)ethanone), aqueous solution, [OH-].[Na+] (sodium hydroxide). Run in Cl (hydrochloric acid). Conditions: temperature 100 celsius, time 1 hour. Yields the product NC1=NC=CC(=C1)CC(=O)C1=CC(=CC(=C1)C)C (2-(2-amino-4-pyridyl)-1-(3,5-dimethylphenyl)ethanone). The yield is 77.8%. Reaction SMILES: [CH3:1][C:2]1[CH:3]=[C:4]([C:9](=[O:25])[CH2:10][C:11]2[CH:16]=[CH:15][N:14]=[C:13]([NH:17]C(OC(C)(C)C)=O)[CH:12]=2)[CH:5]=[C:6]([CH3:8])[CH:7]=1.[OH-].[Na+]>Cl>[NH2:17][C:13]1[CH:12]=[C:11]([CH2:10][C:9]([C:4]2[CH:3]=[C:2]([CH3:1])[CH:7]=[C:6]([CH3:8])[CH:5]=2)=[O:25])[CH:16]=[CH:15][N:14]=1 |f:1.2|. Procedure: 2N-hydrochloric acid (50 mL) was added to 1-(3,5-dimethylphenyl)-2-(2-tert-butoxycarbonylamino-4-pyridyl)ethanone (12 g, 36 mmol) and the mixture was stirred at 100° C. for 1 hour. After the reaction mixture was cooled to room temperature, an 8N aqueous solution of sodium hydroxide (15 mL) was added and extracted with ethyl acetate. The organic layer was washed with a saturated aqueous solution of sodium chloride, dried over magnesium sulfate, filtered and concentrated. The residue was recrystal... Reactants: BrCCBr (1,2-dibromoethane), CCOCC (ether), C(C)OCC (diethyl ether), C(C(C)C)(=O)Cl (isobutyryl chloride), Cl (hydrochloric acid), [Mg] (magnesium), ClCC(C)(C)C (1-chloro-2,2-dimethylpropane), CCOCC (ether). Yields the product CC(C)(CC(CC(C)C)=O)C (2,2,6-trimethyl-4-heptanone). RXN SMILES: [Mg].Cl[CH2:3][C:4]([CH3:7])([CH3:6])[CH3:5].BrCCBr.[C:12](Cl)(=O)[CH:13]([CH3:15])[CH3:14].Cl.C[CH2:20][O:21]CC>>[CH3:5][C:4]([CH3:7])([CH2:3][C:20](=[O:21])[CH2:12][CH:13]([CH3:15])[CH3:14])[CH3:6]. Reported procedure: Mix magnesium turnings (45 mg, 1.85 mmol) and 1-chloro-2,2-dimethylpropane (74.6 mg, 0.7 mmol) in anhydrous ether (9 mL). Heat and stir vigorously, then add, by dropwise addition, 1,2-dibromoethane (156 mg, 0.839 mmol) in anhydrous ether (1.5 mL). Reflux for 12 hours, place under an argon atmosphere and cool to 0°-5° C. Add, by dropwise addition, a solution of isobutyryl chloride (0.533 mmol) in anhydrous diethyl ether (1.5 mL). Stir at 0°-5° C. for 1.5 hours, pour into a mixture of ice and conc... Reactants: C(C)(=O)OCC1=NC=C(C=C1)COC(C)=O (2,5-Di(acetoxymethyl)pyridine), [H-].[Al+3].[Li+].[H-].[H-].[H-] (lithium aluminum hydride), [H-] (hydride), O (water). Solvent: O1CCCC1 (tetrahydrofuran). Reaction conditions: time 1 hour. Yields the product OCC1=NC=C(C=C1)CO (2,5-di(hydroxymethyl)pyridine). RXN SMILES: C([O:4][CH2:5][C:6]1[CH:11]=[CH:10][C:9]([CH2:12][O:13]C(=O)C)=[CH:8][N:7]=1)(=O)C.[H-].[Al+3].[Li+].[H-].[H-].[H-].O.[H-]>O1CCCC1>[OH:4][CH2:5][C:6]1[CH:11]=[CH:10][C:9]([CH2:12][OH:13])=[CH:8][N:7]=1 |f:1.2.3.4.5.6|. Reported procedure: 2,5-Di(acetoxymethyl)pyridine (0.05 mole) is reduced with lithium aluminum hydride (0.025 mole) in tetrahydrofuran (50 ml.) at 0° C. with stirring. After one hour, water is added to decompose excess hydride, and the mixture is concentrated to dryness. The residue is extracted with hot isopropanol (2×60 ml.) and the extract is concentrated to dryness to give 2,5-di(hydroxymethyl)pyridine. Starting materials: NS(=O)(=O)c1cccc(CCCOCCCCCCCBr)c1, O=c1ccc2c(C(O)CNCc3ccccc3)ccc(OCc3ccccc3)c2[nH]1, CC#N, CCN(C(C)C)C(C)C, O. The product is NS(=O)(=O)c1cccc(CCCOCCCCCCCN(Cc2ccccc2)CC(O)c2ccc(OCc3ccccc3)c3[nH]c(=O)ccc23)c1. As a reaction SMILES: [Br:40][CH2:41][CH2:42][CH2:43][CH2:44][CH2:45][CH2:46][CH2:47][O:48][CH2:49][CH2:50][CH2:51][c:52]1[cH:53][c:54]([S:58](=[O:59])(=[O:60])[NH2:61])[cH:55][cH:56][cH:57]1.[CH2:1]([c:2]1[cH:3][cH:4][cH:5][cH:6][cH:7]1)[NH:8][CH2:9][CH:10]([OH:11])[c:12]1[c:13]2[cH:14][cH:15][c:16](=[O:30])[nH:17][c:18]2[c:19]([O:22][CH2:23][c:24]2[cH:25][cH:26][cH:27][cH:28][cH:29]2)[cH:20][cH:21]1.[CH3:62][C:63]#[N:64].[CH:31]([N:32]([CH2:33][CH3:34])[CH:35]([CH3:36])[CH3:37])([CH3:38])[CH3:39].[OH2:65]>>[CH2:1]([c:2]1[cH:3][cH:4][cH:5][cH:6][cH:7]1)[N:8]([CH2:9][CH:10]([OH:11])[c:12]1[c:13]2[cH:14][cH:15][c:16](=[O:30])[nH:17][c:18]2[c:19]([O:22][CH2:23][c:24]2[cH:25][cH:26][cH:27][cH:28][cH:29]2)[cH:20][cH:21]1)[CH2:41][CH2:42][CH2:43][CH2:44][CH2:45][CH2:46][CH2:47][O:48][CH2:49][CH2:50][CH2:51][c:52]1[cH:53][c:54]([S:58](=[O:59])(=[O:60])[NH2:61])[cH:55][cH:56][cH:57]1. Reactants: [BH3-]C#N, CC(C)(C)OC(=O)C(N)C=O, CC(N)C(=O)OCc1ccccc1, CC(=O)O, CO, [Na+], [Na+], [Na+], O=C([O-])[O-], O. The product is CC(NCC(N)C(=O)OC(C)(C)C)C(=O)OCc1ccccc1. RXN SMILES: [C:18]([BH3-:19])#[N:20].[C:22](=[O:23])([O:24][C:25]([CH3:26])([CH3:27])[CH3:28])[CH:29]([CH:30]=[O:31])[NH2:32].[CH2:1]([c:2]1[cH:3][cH:4][cH:5][cH:6][cH:7]1)[O:8][C:9]([CH:10]([NH2:11])[CH3:12])=[O:13].[CH3:14][C:15](=[O:16])[OH:17].[CH3:39][OH:40].[Na+:21].[Na+:33].[Na+:34].[O-:35][C:36](=[O:37])[O-:38].[OH2:41]>>[CH2:1]([c:2]1[cH:3][cH:4][cH:5][cH:6][cH:7]1)[O:8][C:9]([CH:10]([NH:11][CH2:30][CH:29]([C:22](=[O:23])[O:24][C:25]([CH3:26])([CH3:27])[CH3:28])[NH2:32])[CH3:12])=[O:13]. Starting materials: C(CO)Cl (Ethylene chlorohydrin), OC1=NC(=C(N=C1CC1=CC=C(C=C1)Cl)C)C (2-hydroxy-3-p-chlorobenzyl-5,6-dimethyl-pyrazine). The solvent is [OH-].[Na+] (NaOH), C(C)(C)(C)O (t-butanol). Conditions: temperature 60 celsius, time 3 hour. Yields the product OCCN1C(C(=NC(=C1C)C)CC1=CC=C(C=C1)Cl)=O (1-(2-hydroxyethyl)-3-p-chlorobenzyl-5,6-dimethyl-2-oxo-1,2-dihydropyrazine). The yield is 74.7%. RXN SMILES: [CH2:1](Cl)[CH2:2][OH:3].[OH:5][C:6]1[C:11]([CH2:12][C:13]2[CH:18]=[CH:17][C:16]([Cl:19])=[CH:15][CH:14]=2)=[N:10][C:9]([CH3:20])=[C:8]([CH3:21])[N:7]=1>[OH-].[Na+].C(O)(C)(C)C>[OH:3][CH2:2][CH2:1][N:7]1[C:8]([CH3:21])=[C:9]([CH3:20])[N:10]=[C:11]([CH2:12][C:13]2[CH:18]=[CH:17][C:16]([Cl:19])=[CH:15][CH:14]=2)[C:6]1=[O:5] |f:2.3|. Procedure: Ethylene chlorohydrin (16.11 g, 0.20M) was added to a solution of 2-hydroxy-3-p-chlorobenzyl-5,6-dimethyl-pyrazine (11.06 g, 40 mM) in aqueous 5N NaOH (40 ml) and t-butanol (120 ml), and stirred at 60° C. for 3 hours. The t-butanol was distilled off in vacuo. Dilute aqueous K2CO3 was added to the residue, the resulting mixture being extracted three times with chloroform, dried with anhydrous sodium sulfate and concentrated in vacuo. The residue was charged on a column of silica-gel (C-200, 300 g... Starting materials: COC(=O)NCC(CC(=O)NC(C)c1ccccc1)CC(C)C, N, [Na], C1CCOC1, O. Product: COC(=O)NCC(CC(N)=O)CC(C)C. As a reaction SMILES: [CH3:1][O:2][C:3]([NH:4][CH2:5][CH:6]([CH2:7][CH:8]([CH3:9])[CH3:10])[CH2:11][C:12]([NH:13][CH:14]([c:15]1[cH:16][cH:17][cH:18][cH:19][cH:20]1)[CH3:21])=[O:22])=[O:23].[NH3:29].[Na:30].[O:24]1[CH2:25][CH2:26][CH2:27][CH2:28]1.[OH2:31]>>[CH3:1][O:2][C:3]([NH:4][CH2:5][CH:6]([CH2:7][CH:8]([CH3:9])[CH3:10])[CH2:11][C:12]([NH2:13])=[O:22])=[O:23].